This data is from the Open Reaction Database (ORD), a public repository of structured organic reaction records. The task is: describe an organic reaction: reactants, conditions, products, and yield The reactants are CS(=O)(=O)OCCC=1OC2=C(C1)C=C(C=C2)C2=CC=C(C=C2)C#N (2-[5-(4-cyanophenyl)-1-benzofuran-2-yl]ethyl methanesulfonate), C(C)(C)NC (isopropyl(methyl)amine). The product is C(C)(C)N(CCC=1OC2=C(C1)C=C(C=C2)C2=CC=C(C#N)C=C2)C (4-(2-{2-[isopropyl(methyl)amino]ethyl}-1-benzofuran-5-yl)benzonitrile). As a reaction SMILES: CS(O[CH2:6][CH2:7][C:8]1[O:9][C:10]2[CH:16]=[CH:15][C:14]([C:17]3[CH:22]=[CH:21][C:20]([C:23]#[N:24])=[CH:19][CH:18]=3)=[CH:13][C:11]=2[CH:12]=1)(=O)=O.[CH:25]([NH:28][CH3:29])([CH3:27])[CH3:26]>>[CH:25]([N:28]([CH3:29])[CH2:6][CH2:7][C:8]1[O:9][C:10]2[CH:16]=[CH:15][C:14]([C:17]3[CH:22]=[CH:21][C:20]([C:23]#[N:24])=[CH:19][CH:18]=3)=[CH:13][C:11]=2[CH:12]=1)([CH3:27])[CH3:26]. Procedure: The product from Example 1C and isopropyl(methyl)amine were processed as described in Example 1D to provide the titled compound. MS (DCI) m/z 319 (+H)+; Starting materials: C1CCOC1, Nc1cccc(C(F)(F)F)c1, On1nnc2ccccc21, O=C(O)c1cccc2cc(O)ccc12. Product: O=C(Nc1cccc(C(F)(F)F)c1)c1cccc2cc(O)ccc12. RXN SMILES: [CH2:36]1[O:37][CH2:38][CH2:39][CH2:40]1.[F:25][C:26]([c:27]1[cH:28][c:29]([NH2:30])[cH:31][cH:32][cH:33]1)([F:34])[F:35].[OH:15][n:16]1[c:17]2[c:18]([cH:19][cH:20][cH:21][cH:22]2)[n:23][n:24]1.[OH:1][c:2]1[cH:3][c:4]2[cH:5][cH:6][cH:7][c:8]([C:12](=[O:13])[OH:14])[c:9]2[cH:10][cH:11]1>>[OH:1][c:2]1[cH:3][c:4]2[cH:5][cH:6][cH:7][c:8]([C:12](=[O:14])[NH:30][c:29]3[cH:28][c:27]([C:26]([F:25])([F:34])[F:35])[cH:33][cH:32][cH:31]3)[c:9]2[cH:10][cH:11]1. The reactants are C([O-])([O-])=O.[K+].[K+] (potassium carbonate), OC1=CC2=CC=C(C=C2C=C1C(=O)NC1=C(C=C(C(=C1)OC)NC(C1=CC=CC=C1)=O)OC)C(=O)NC1=C(C=C(C(=C1)OC)NC(C1=CC=CC=C1)=O)OC (2-Hydroxy-3,6-bis(2,5-dimethoxy-4-benzoylaminophenylaminocarbonyl)naphthalene), C(C1=CC=CC=C1)Cl (benzyl chloride). Solvent: CN(C=O)C (N,N-dimethylformamide). Run at temperature 100 celsius. Product: C(C1=CC=CC=C1)OC1=CC2=CC=C(C=C2C=C1C(=O)NC1=C(C=C(C(=C1)OC)NC(C1=CC=CC=C1)=O)OC)C(=O)NC1=C(C=C(C(=C1)OC)NC(C1=CC=CC=C1)=O)OC (2-benzyloxy-3,6-bis(2,5-dimethoxy-4-benzoylaminophenylaminocarbonyl)naphthalene). Isolated yield 94.5%. Reaction SMILES: [OH:1][C:2]1[C:11]([C:12]([NH:14][C:15]2[CH:20]=[C:19]([O:21][CH3:22])[C:18]([NH:23][C:24](=[O:31])[C:25]3[CH:30]=[CH:29][CH:28]=[CH:27][CH:26]=3)=[CH:17][C:16]=2[O:32][CH3:33])=[O:13])=[CH:10][C:9]2[C:4](=[CH:5][CH:6]=[C:7]([C:34]([NH:36][C:37]3[CH:42]=[C:41]([O:43][CH3:44])[C:40]([NH:45][C:46](=[O:53])[C:47]4[CH:52]=[CH:51][CH:50]=[CH:49][CH:48]=4)=[CH:39][C:38]=3[O:54][CH3:55])=[O:35])[CH:8]=2)[CH:3]=1.C(=O)([O-])[O-].[K+].[K+].[CH2:62](Cl)[C:63]1[CH:68]=[CH:67][CH:66]=[CH:65][CH:64]=1>CN(C)C=O>[CH2:62]([O:1][C:2]1[C:11]([C:12]([NH:14][C:15]2[CH:20]=[C:19]([O:21][CH3:22])[C:18]([NH:23][C:24](=[O:31])[C:25]3[CH:30]=[CH:29][CH:28]=[CH:27][CH:26]=3)=[CH:17][C:16]=2[O:32][CH3:33])=[O:13])=[CH:10][C:9]2[C:4](=[CH:5][CH:6]=[C:7]([C:34]([NH:36][C:37]3[CH:42]=[C:41]([O:43][CH3:44])[C:40]([NH:45][C:46](=[O:53])[C:47]4[CH:52]=[CH:51][CH:50]=[CH:49][CH:48]=4)=[CH:39][C:38]=3[O:54][CH3:55])=[O:35])[CH:8]=2)[CH:3]=1)[C:63]1[CH:68]=[CH:67][CH:66]=[CH:65][CH:64]=1 |f:1.2.3|. Procedure details: 2-Hydroxy-3,6-bis(2,5-dimethoxy-4-benzoylaminophenylaminocarbonyl)naphthalene (2.5 g) obtained in Example 10 was mixed with N,N-dimethylformamide (30 g) and the mixture was dissolved by heating to 100° C. under a nitrogen atmosphere. To the solution, potassium carbonate (0.5 g) was gradually added and benzyl chloride (0.46 g) was added dropwise and the mixed solution was reacted for 5 hours. After the completion of the reaction, the reaction solution was cooled to room temperature, filtered and ... Starting materials: O=C1c2ccccc2C(=O)N1CCCc1ccc(Br)cn1, C=CCCN1C(=O)c2ccccc2C1=O, C1CCOC1, CCOC(C)=O, B1C2CCCC1CCC2, [K+], [K+], O=C([O-])[O-], CC(=O)[O-], CC(=O)[O-], CN(C)C=O, [Pd+2]. Product: O=C1c2ccccc2C(=O)N1CCCCc1ccc(CCCN2C(=O)c3ccccc3C2=O)nc1. RXN SMILES: [Br:31][c:32]1[cH:33][cH:34][c:35]([CH2:38][CH2:39][CH2:40][N:41]2[C:42](=[O:51])[c:43]3[cH:44][cH:45][cH:46][cH:47][c:48]3[C:49]2=[O:50])[n:36][cH:37]1.[CH2:1]([CH2:2][CH:3]=[CH2:4])[N:5]1[C:6](=[O:15])[c:7]2[cH:8][cH:9][cH:10][cH:11][c:12]2[C:13]1=[O:14].[CH2:52]1[O:53][CH2:54][CH2:55][CH2:56]1.[CH3:62][CH2:63][O:64][C:65](=[O:66])[CH3:67].[CH:16]12[CH2:17][CH2:18][CH2:19][CH:20]([BH:21]1)[CH2:22][CH2:23][CH2:24]2.[K+:25].[K+:26].[O-:27][C:28]([O-:29])=[O:30].[O-:69][C:70]([CH3:71])=[O:72].[O-:73][C:74]([CH3:75])=[O:76].[O:57]=[CH:58][N:59]([CH3:60])[CH3:61].[Pd+2:68]>>[CH2:1]([CH2:2][CH2:3][CH2:4][c:32]1[cH:33][cH:34][c:35]([CH2:38][CH2:39][CH2:40][N:41]2[C:42](=[O:51])[c:43]3[cH:44][cH:45][cH:46][cH:47][c:48]3[C:49]2=[O:50])[n:36][cH:37]1)[N:5]1[C:6](=[O:15])[c:7]2[cH:8][cH:9][cH:10][cH:11][c:12]2[C:13]1=[O:14].